Dataset: the Open Reaction Database (ORD), a public repository of structured organic reaction records. Task: describe an organic reaction: reactants, conditions, products, and yield Starting materials: NC1=NC(=CC(=N1)N)Cl (2,4-diamino-6-chloropyrimidine), C(=O)(OC)C1=C(C=CC=C1)S(=O)(=O)N=C=O (2-carbomethoxybenzenesulfonylisocyanate). Run in C(C)#N (acetonitrile). Conditions: time 4 day. Product: NC1=NC(=NC(=C1)Cl)NC(=O)NS(=O)(=O)C1=C(C(=O)OC)C=CC=C1 (2-{[(4-amino-6-chloropyrimidin-2-yl)aminocarbonyl]aminosulfonyl}benzoic acid, methyl ester). Reaction SMILES: [NH2:1][C:2]1[N:7]=[C:6]([NH2:8])[CH:5]=[C:4]([Cl:9])[N:3]=1.[C:10]([C:14]1[CH:19]=[CH:18][CH:17]=[CH:16][C:15]=1[S:20]([N:23]=[C:24]=[O:25])(=[O:22])=[O:21])([O:12][CH3:13])=[O:11]>C(#N)C>[NH2:8][C:6]1[CH:5]=[C:4]([Cl:9])[N:3]=[C:2]([NH:1][C:24]([NH:23][S:20]([C:15]2[CH:16]=[CH:17][CH:18]=[CH:19][C:14]=2[C:10]([O:12][CH3:13])=[O:11])(=[O:22])=[O:21])=[O:25])[N:7]=1. Reported procedure: To a warmed mixture containing 1.4 g (0.01 mole) 2,4-diamino-6-chloropyrimidine in 50 ml acetonitrile is added 2.4 g (0.01 mole) 2-carbomethoxybenzenesulfonylisocyanate. The reaction mixture was stirred at room temperature for four days. The reaction mixture was filtered and the precipitate washed with ether. The filtered solid was air dried and purified in the following manner. To an aqueous suspension of the reaction mixture was added n-propylamine and the aqueous mixture filtered. The resulta... Reactants: c1(ccccc1)CN, c1(N(CC)CC)ccccc1.B, C1CN(C[C@@H](C1=O)O)S(=O)(=O)C. Reagents/catalysts: c1ccc(cc1)-c2c3ccccc3cc4ccccc24 (9-Phenylanthracene). Run at temperature 25 celsius, time 18 hour. Yields the product CS(=O)(=O)N1CC[C@@H](N)[C@@H](O)C1. As a reaction SMILES: [CH3:1][S:2]([N:5]1[CH2:11][C@H:9]([OH:10])[C:8](=O)[CH2:7][CH2:6]1)(=[O:4])=[O:3].[NH2:12]Cc1ccccc1.B.CCN(c1ccccc1)CC>>[CH3:1][S:2]([N:5]1[CH2:11][C@H:9]([OH:10])[C@H:8]([NH2:12])[CH2:7][CH2:6]1)(=[O:4])=[O:3]. Reactants: BrC1=CC(=C(N)C=C1)C (4-bromo-2-methylaniline), CN1N=CC(=C1)B1OC(C)(C)C(C)(C)O1 (1-methylpyrazole-4-boronic acid pinacol ester), C([O-])([O-])=O.[Na+].[Na+] (sodium carbonate). The reagents and catalysts are C=1C=CC(=CC1)[P](C=2C=CC=CC2)(C=3C=CC=CC3)[Pd]([P](C=4C=CC=CC4)(C=5C=CC=CC5)C=6C=CC=CC6)([P](C=7C=CC=CC7)(C=8C=CC=CC8)C=9C=CC=CC9)[P](C=1C=CC=CC1)(C=1C=CC=CC1)C=1C=CC=CC1 (Pd(PPh3)4). The solvent is CCO (EtOH), C1(=CC=CC=C1)C (toluene), O (water), CCOC(=O)C (EtOAc). Reaction conditions: temperature 80 celsius. Product: CC1=C(N)C=CC(=C1)C=1C=NN(C1)C (2-methyl-4-(1-methyl-1H-pyrazol-4-yl)aniline). Isolated yield 21.0%. RXN SMILES: Br[C:2]1[CH:8]=[CH:7][C:5]([NH2:6])=[C:4]([CH3:9])[CH:3]=1.[CH3:10][N:11]1[CH:15]=[C:14](B2OC(C)(C)C(C)(C)O2)[CH:13]=[N:12]1.C(=O)([O-])[O-].[Na+].[Na+]>CCO.C1(C)C=CC=CC=1.O.CCOC(C)=O.C1C=CC([P]([Pd]([P](C2C=CC=CC=2)(C2C=CC=CC=2)C2C=CC=CC=2)([P](C2C=CC=CC=2)(C2C=CC=CC=2)C2C=CC=CC=2)[P](C2C=CC=CC=2)(C2C=CC=CC=2)C2C=CC=CC=2)(C2C=CC=CC=2)C2C=CC=CC=2)=CC=1>[CH3:9][C:4]1[CH:3]=[C:2]([C:14]2[CH:13]=[N:12][N:11]([CH3:10])[CH:15]=2)[CH:8]=[CH:7][C:5]=1[NH2:6] |f:2.3.4,^1:51,53,72,91|. Procedure details: To a solution of 4-bromo-2-methylaniline (500 mg, 2.69 mmol) in EtOH (10 mL), toluene (10 mL) and water (10 mL) was added 1-methylpyrazole-4-boronic acid pinacol ester (671 mg, 3.22 mmol), sodium carbonate (570 mg, 5.37 mmol) and Pd(PPh3)4 (373 mg, 0.322 mmol). The reaction mixture was heated to 80° C. for 2.5 hours. The reaction mixture was cooled to room temperature and diluted with EtOAc (30 mL), washed with water (30 mL) and brine (30 mL), dried (MgSO4) and concentrated in vacuo. The residue...